The task is: describe an organic reaction: reactants, conditions, products, and yield. This data is from the Open Reaction Database (ORD), a public repository of structured organic reaction records. The reactants are O=C(OO)c1cccc(Cl)c1, ClC(Cl)Cl, ClCCl, Cn1c(Nc2cc(CNS(=O)C(C)(C)C)ccc2C(F)(F)F)nc2cc(Cl)c(N3CCC(C(F)(F)F)CC3)cc21, O, BrP(Br)Br. Product: Cn1c(Nc2cc(CNS(=O)(=O)C(C)(C)C)ccc2C(F)(F)F)nc2cc(Cl)c(N3CCC(C(F)(F)F)CC3)cc21. RXN SMILES: [Cl:41][c:42]1[cH:43][c:44]([C:49](=[O:46])[O:50][OH:51])[cH:45][cH:47][cH:48]1.[Cl:52][CH:53]([Cl:54])[Cl:55].[Cl:61][CH2:62][Cl:63].[F:1][C:2]([c:3]1[c:4]([NH:17][c:18]2[n:19][c:20]3[c:21]([n:22]2[CH3:23])[cH:24][c:25]([N:29]2[CH2:30][CH2:31][CH:32]([C:35]([F:36])([F:37])[F:38])[CH2:33][CH2:34]2)[c:26]([Cl:28])[cH:27]3)[cH:5][c:6]([CH2:7][NH:8][S:9](=[O:10])[C:11]([CH3:12])([CH3:13])[CH3:14])[cH:15][cH:16]1)([F:39])[F:40].[OH2:60].[P:56]([Br:57])([Br:58])[Br:59]>>[F:1][C:2]([c:3]1[c:4]([NH:17][c:18]2[n:19][c:20]3[c:21]([n:22]2[CH3:23])[cH:24][c:25]([N:29]2[CH2:30][CH2:31][CH:32]([C:35]([F:36])([F:37])[F:38])[CH2:33][CH2:34]2)[c:26]([Cl:28])[cH:27]3)[cH:5][c:6]([CH2:7][NH:8][S:9](=[O:10])([C:11]([CH3:12])([CH3:13])[CH3:14])=[O:46])[cH:15][cH:16]1)([F:39])[F:40]. The reactants are 1,4-dioxane (500 μL)-water, FC1=CC=C(C=C1)C1=CCN(C[C@@H]1OC(C(C)(C)C)=O)C(=O)OC(C)(C)C (tert-butyl (R)-4-(4-fluorophenyl)-5-(pivaloyloxy)-5,6-dihydropyridine-1(2H)-carboxylate), O.[OH-].[Li+] (lithium hydroxide monohydrate), resultant mixture. The product is FC1=CC=C(C=C1)C1=CCN(C[C@@H]1O)C(=O)OC(C)(C)C (tert-Butyl (R)-4-(4-fluorophenyl)-5-hydroxy-5,6-dihydropyridine-1(2H)-carboxylate). RXN SMILES: [F:1][C:2]1[CH:7]=[CH:6][C:5]([C:8]2[C@@H:13]([O:14]C(=O)C(C)(C)C)[CH2:12][N:11]([C:21]([O:23][C:24]([CH3:27])([CH3:26])[CH3:25])=[O:22])[CH2:10][CH:9]=2)=[CH:4][CH:3]=1.O.[OH-].[Li+]>>[F:1][C:2]1[CH:3]=[CH:4][C:5]([C:8]2[C@@H:13]([OH:14])[CH2:12][N:11]([C:21]([O:23][C:24]([CH3:27])([CH3:26])[CH3:25])=[O:22])[CH2:10][CH:9]=2)=[CH:6][CH:7]=1 |f:1.2.3|. Reported procedure: To a 1,4-dioxane (500 μL)-water (100 μL) solution of tert-butyl (R)-4-(4-fluorophenyl)-5-(pivaloyloxy)-5,6-dihydropyridine-1(2H)-carboxylate (50.0 mg, 0.132 mmol) synthesized in Reference Synthesis Example 131, lithium hydroxide monohydrate (17.0 mg, 0.405 mmol) was added and the resultant mixture was stirred at 115° C. for 10 hours. After completion of the reaction, the reaction solution was analyzed with chiral column chromatography to measure optical purity. The reactants are C(=O)C=C (acrolein), ClC=1C=CC(=NC1)NC([S-])=S.C(C)[NH+](CC)CC (triethylammonium 5-chloropyrid-2-yldithiocarbamate). The solvent is C(C)#N (acetonitrile), C(C)#N (acetonitrile). Reaction conditions: time 90 minute. Product: ClC=1C=CC(=NC1)N1C(SCCC1O)=S (3-(5-Chloropyrid-2-yl)-4-hydroxyperhydro-1,3-thiazine-2-thione). Isolated yield 42.6%. Reaction SMILES: [CH:1]([CH:3]=[CH2:4])=[O:2].[Cl:5][C:6]1[CH:7]=[CH:8][C:9]([NH:12][C:13](=[S:15])[S-:14])=[N:10][CH:11]=1.C([NH+](CC)CC)C>C(#N)C>[Cl:5][C:6]1[CH:7]=[CH:8][C:9]([N:12]2[CH:1]([OH:2])[CH2:3][CH2:4][S:15][C:13]2=[S:14])=[N:10][CH:11]=1 |f:1.2|. Procedure details: A solution of acrolein (17.6 g) in anhydrous acetonitrile (45 cc) is added, at a maximum temperature of 5° C., to a suspension of triethylammonium 5-chloropyrid-2-yldithiocarbamate (91.5 g) in anhydrous acetonitrile (450 cc). The reaction is allowed to proceed for 90 minutes at a maximum temperature of 5° C. The crystals which appear are filtered off, washed with ice-cooled acetonitrile (50 cc) and then four times with distilled water (total 480 cc) and dried in air. The product obtained (38.8 g... The reactants are IC1=CC2=C(N(C=N2)CC2=CC(=C(C=C2)OCC=2C=NC(=CC2)OC)OC)C=C1 (5-iodo-1-(3-methoxy-4-((6-methoxypyridin-3-yl)methoxy)benzyl)-1H-benzo[d]imidazole), CN1CC(NCC1)=O (4-methylpiperazin-2-one). Product: COC=1C=C(CN2C=NC3=C2C=CC(=C3)N3C(CN(CC3)C)=O)C=CC1OCC=1C=NC(=CC1)OC (1-(1-(3-Methoxy-4-((6-methoxypyridin-3-yl)methoxy)benzyl)-1H-benzo[d]imidazol-5-yl)-4-methylpiperazin-2-one). As a reaction SMILES: I[C:2]1[CH:29]=[CH:28][C:5]2[N:6]([CH2:9][C:10]3[CH:15]=[CH:14][C:13]([O:16][CH2:17][C:18]4[CH:19]=[N:20][C:21]([O:24][CH3:25])=[CH:22][CH:23]=4)=[C:12]([O:26][CH3:27])[CH:11]=3)[CH:7]=[N:8][C:4]=2[CH:3]=1.[CH3:30][N:31]1[CH2:36][CH2:35][NH:34][C:33](=[O:37])[CH2:32]1>>[CH3:27][O:26][C:12]1[CH:11]=[C:10]([CH:15]=[CH:14][C:13]=1[O:16][CH2:17][C:18]1[CH:19]=[N:20][C:21]([O:24][CH3:25])=[CH:22][CH:23]=1)[CH2:9][N:6]1[C:5]2[CH:28]=[CH:29][C:2]([N:34]3[CH2:35][CH2:36][N:31]([CH3:30])[CH2:32][C:33]3=[O:37])=[CH:3][C:4]=2[N:8]=[CH:7]1. Reported procedure: 1-(1-(3-Methoxy-4-((6-methoxypyridin-3-yl)methoxy)benzyl)-1H-benzo[d]imidazol-5-yl)-4-methylpiperazin-2-one was prepared from 5-iodo-1-(3-methoxy-4-((6-methoxypyridin-3-yl)methoxy)benzyl)-1H-benzo[d]imidazole (Step 5, Example 6) and 4-methylpiperazin-2-one using the procedure outlined for Example 3-14: 1H NMR (500 MHz, CDCl3) δ 8.21 (d, J=2.0 Hz, 1H), 7.97 (s, 1H), 7.70-7.68 (m, 2H), 7.34 (d, J=8.5 Hz, 1H), 7.22 (dd, J=8.5, 1.5 Hz, 1H), 6.90-6.89 (m, 1H), 6.78-6.74 (m, 3H), 5.29 (s, 2H), 5.05 (s... Isolated yield 74.1%. The solvent is C(C)#N (acetonitrile). Conditions: time 16 hour. Procedure: A suspension of 2-[5-chloro-2-(5-methyl-6-oxo-5,6,8,9-tetrahydro-7-oxa-5-aza-benzocyclohepten-2-ylamino)-pyrimidin-4-ylamino]-3-fluoro-N-prop-2-ynyl-benzamide (108 mg) and gold (III) chloride (20 mg) in acetonitrile (20 mL) was stirred for 16 hours and filtered. The filtrate was concentrated and purified by silica gel chromatography to provide 2-{5-chloro-4-[2-fluoro-6-(5-methylene-4,5-dihydro-oxazol-2-yl)-phenylamino]-pyrimidin-2-ylamino}-5-methyl-8,9-dihydro-5H-7-oxa-5-aza-benzocyclohepten-6-o... Starting materials: ClC=1C(=NC(=NC1)NC=1C=CC2=C(CCOC(N2C)=O)C1)NC1=C(C(=O)NCC#C)C=CC=C1F (2-[5-chloro-2-(5-methyl-6-oxo-5,6,8,9-tetrahydro-7-oxa-5-aza-benzocyclohepten-2-ylamino)-pyrimidin-4-ylamino]-3-fluoro-N-prop-2-ynyl-benzamide). As a reaction SMILES: [Cl:1][C:2]1[C:3]([NH:22][C:23]2[C:34]([F:35])=[CH:33][CH:32]=[CH:31][C:24]=2[C:25]([NH:27][CH2:28][C:29]#[CH:30])=[O:26])=[N:4][C:5]([NH:8][C:9]2[CH:10]=[CH:11][C:12]3[N:18]([CH3:19])[C:17](=[O:20])[O:16][CH2:15][CH2:14][C:13]=3[CH:21]=2)=[N:6][CH:7]=1>C(#N)C.[Au](Cl)(Cl)Cl>[Cl:1][C:2]1[C:3]([NH:22][C:23]2[C:24]([C:25]3[O:26][C:29](=[CH2:30])[CH2:28][N:27]=3)=[CH:31][CH:32]=[CH:33][C:34]=2[F:35])=[N:4][C:5]([NH:8][C:9]2[CH:10]=[CH:11][C:12]3[N:18]([CH3:19])[C:17](=[O:20])[O:16][CH2:15][CH2:14][C:13]=3[CH:21]=2)=[N:6][CH:7]=1. Product: ClC=1C(=NC(=NC1)NC=1C=CC2=C(CCOC(N2C)=O)C1)NC1=C(C=CC=C1C=1OC(CN1)=C)F (2-{5-chloro-4-[2-fluoro-6-(5-methylene-4,5-dihydro-oxazol-2-yl)-phenylamino]-pyrimidin-2-ylamino}-5-methyl-8,9-dihydro-5H-7-oxa-5-aza-benzocyclohepten-6-one). Reagents/catalysts: [Au](Cl)(Cl)Cl (gold (III) chloride). Starting materials: C[Mg]Br (methylmagnesium bromide), COC(C1=C(C=CC(=C1)Br)Cl)=O (5-bromo-2-chloro-benzoic acid methyl ester), C(C)OCC (diethyl ether), Cl (HCl). Run in C1CCOC1 (THF). Run at temperature -78 celsius, time 2 hour. The product is BrC=1C=CC(=C(C1)C(C)(C)O)Cl (2-(5 bromo-2-chloro-phenyl)-propan-2-ol). RXN SMILES: COC(=O)[C:4]1[CH:9]=[C:8]([Br:10])[CH:7]=[CH:6][C:5]=1[Cl:11].[CH3:13][Mg]Br.Cl.C([O:19][CH2:20][CH3:21])C>C1COCC1>[Br:10][C:8]1[CH:7]=[CH:6][C:5]([Cl:11])=[C:4]([C:20]([OH:19])([CH3:21])[CH3:13])[CH:9]=1. Procedure details: To a solution of 5-bromo-2-chloro-benzoic acid methyl ester (5 g) in diethyl ether (200 mL) cooled to −70° C. is added 3 M methylmagnesium bromide in THF (20 mL) dropwisely. The solution is stirred at −78° C. for 2 h and allowed to warm to room temperature for 16 hours. The solution is cooled to 0° C. and 1 N HCl (100 mL) is added dropwisely. The mixture is extracted with EtOAc (2×150 mL). The combined organic layer is washed with brine, dried over sodium sulfate, filtered and evaporated in vacu... The reactants are C1(CC1)C=1N=CC(=NC1)O[C@@H]1C[C@@H]2N(CCN(C2)C(C(C2=CC=C(C=C2)C(F)(F)F)NC(OC(C)(C)C)=O)=O)C1 (tert-butyl {2-[(7R,8aS)-7-[(5-cyclopropylpyrazin-2-yl)oxy]hexahydro-pyrrolo[1,2-a]pyrazin-2(1H)-yl]-2-oxo-1-[4-(trifluoromethyl)phenyl]ethyl}carbamate), C1(CC1)C=1N=CC(=NC1)O[C@@H]1C[C@@H]2N(CCN(C2)C(C(C2=CC(=CC=C2)C(F)(F)F)NC(OC(C)(C)C)=O)=O)C1 (tert-butyl {2-[(7R,8aS)-7-[(5-cyclopropylpyrazin-2-yl)oxy]hexahydro-pyrrolo[1,2-a]pyrazin-2(1H)-yl]-2-oxo-1-[3-(trifluoromethyl)phenyl]ethyl}carbamate). The product is C1(CC1)C=1N=CC(=NC1)O[C@@H]1C[C@@H]2N(CCN(C2)C(C(C2=CC=C(C=C2)C(F)(F)F)NC(OC)=O)=O)C1 (methyl {2-[(7R,8aS)-7-[(5-cyclopropylpyrazin-2-yl)oxy]hexahydro-pyrrolo[1,2-a]pyrazin-2(1H)-yl]-2-oxo-1-[4-(trifluoromethyl)phenyl]ethyl}carbamate). Reaction SMILES: [CH:1]1([C:4]2[N:5]=[CH:6][C:7]([O:10][C@H:11]3[CH2:40][N:14]4[CH2:15][CH2:16][N:17]([C:19](=[O:39])[CH:20]([NH:31][C:32](=[O:38])[O:33][C:34](C)(C)C)[C:21]5[CH:26]=[CH:25][C:24]([C:27]([F:30])([F:29])[F:28])=[CH:23][CH:22]=5)[CH2:18][C@@H:13]4[CH2:12]3)=[N:8][CH:9]=2)[CH2:3][CH2:2]1.C1(C2N=CC(O[C@H]3CN4CCN(C(=O)C(NC(=O)OC(C)(C)C)C5C=CC=C(C(F)(F)F)C=5)C[C@@H]4C3)=NC=2)CC1>>[CH:1]1([C:4]2[N:5]=[CH:6][C:7]([O:10][C@H:11]3[CH2:40][N:14]4[CH2:15][CH2:16][N:17]([C:19](=[O:39])[CH:20]([NH:31][C:32](=[O:38])[O:33][CH3:34])[C:21]5[CH:22]=[CH:23][C:24]([C:27]([F:30])([F:28])[F:29])=[CH:25][CH:26]=5)[CH2:18][C@@H:13]4[CH2:12]3)=[N:8][CH:9]=2)[CH2:2][CH2:3]1. Reported procedure: The title compound was prepared according to the procedure described for Example 182, substituting the product from Example 181 for the product from Example 180. 1H NMR (300 MHz, CDCl3) δ ppm 0.81-1.03 (m, 4 H) 1.18-3.29 (m, 9 H) 3.53-3.88 (m, 5 H) 4.52-4.81 (m, 1 H) 5.18-5.40 (m, 1 H) 5.54-5.71 (m, 1 H) 6.35 (d, J=7.12 Hz, 1 H) 7.45-7.58 (m, 2 H) 7.58-7.67 (m, 2 H) 7.86-8.07 (m, 2 H); MS (ESI) m/z 520 (M+H)+.